Dataset: the Open Reaction Database (ORD), a public repository of structured organic reaction records. Task: describe an organic reaction: reactants, conditions, products, and yield Reactants: Ru2Cl4((R)-Tol-BINAP)2, C(C1=CC=CC=C1)(=O)CC(=O)OC (methyl benzoylacetate). Solvent: CO (methanol). Product: O[C@@H](CC(=O)OC)C1=CC=CC=C1 (methyl (S)-3-hydroxy-3-phenylpropionate). The yield is 94.9%. As a reaction SMILES: [C:1]([CH2:9][C:10]([O:12][CH3:13])=[O:11])(=[O:8])[C:2]1[CH:7]=[CH:6][CH:5]=[CH:4][CH:3]=1>CO>[OH:8][C@H:1]([C:2]1[CH:7]=[CH:6][CH:5]=[CH:4][CH:3]=1)[CH2:9][C:10]([O:12][CH3:13])=[O:11]. Procedure details: In a 1 liter autoclave was charged a mixture of 0.84 g of (1.0 mmol) of Ru2Cl4((R)-Tol-BINAP)2.NET3, 178 g (1.00 mol) of methyl benzoylacetate, and 500 ml of methanol, and the mixture was stirred at 50° C. under a hydrogen pressure of 1000 kPa for 16 hours. The solvent was evaporated under reduced pressure, and the residue was distilled under reduced pressure (99° C./100 Pa.) to yield 171 g (95%) of the title compound as liquid. Optical purity: 87%e.e. The reactants are C1(=CC=CC=C1)C(CC(=O)O)SC1=C(C=CC=C1)OC (3-phenyl-3-(2-methoxyphenylmercapto)propionic acid), P(=O)(Cl)(Cl)Cl (phosphorous oxychloride), CN(C=O)C (dimethylformamide). Product: ClC1=C(C(SC2=C(C=CC=C12)OC)C1=CC=CC=C1)C=O (4-chloro-3-formyl-8-methoxy-thioflav-3-ene). As a reaction SMILES: [C:1]1([CH:7]([S:12][C:13]2[CH:18]=[CH:17][CH:16]=[CH:15][C:14]=2[O:19][CH3:20])[CH2:8][C:9](O)=O)[CH:6]=[CH:5][CH:4]=[CH:3][CH:2]=1.P(Cl)(Cl)([Cl:23])=O.CN(C)[CH:28]=[O:29]>>[Cl:23][C:9]1[C:18]2[C:13](=[C:14]([O:19][CH3:20])[CH:15]=[CH:16][CH:17]=2)[S:12][CH:7]([C:1]2[CH:6]=[CH:5][CH:4]=[CH:3][CH:2]=2)[C:8]=1[CH:28]=[O:29]. Procedure details: As in example 18,but using 4.3 g 3-phenyl-3-(2-methoxyphenylmercapto)propionic acid, 40 ml dimethylformamide and 15 ml phosphorous oxychloride. After hydrolysis and work-up the residual oil is filtered over a small silicagel column and the residual solid is recrystallized in a mixture of hexane and ethyl acetate. Pure 4-chloro-3-formyl-8-methoxy-thioflav-3-ene is obtained as yellow crystals; m.p. 128°-130° C. Reactants: CC1=C(C(=O)Cl)C=CC=C1C (2,3-dimethylbenzoyl chloride), [Cl-].[Al+3].[Cl-].[Cl-] (aluminium chloride), Cl (hydrochloric acid), C1=CC=CC=C1 (benzene). Solvent: ClC(C)Cl (dichloroethane). Yields the product C(C1=CC=CC=C1)(=O)C1=C(C(=CC=C1)C)C (1-benzoyl-2,3-dimethylbenzene). RXN SMILES: [CH3:1][C:2]1[C:10]([CH3:11])=[CH:9][CH:8]=[CH:7][C:3]=1[C:4](Cl)=[O:5].[Cl-].[Al+3].[Cl-].[Cl-].[CH:16]1[CH:21]=[CH:20][CH:19]=[CH:18][CH:17]=1.Cl>ClC(Cl)C>[C:4]([C:3]1[CH:7]=[CH:8][CH:9]=[C:10]([CH3:11])[C:2]=1[CH3:1])(=[O:5])[C:16]1[CH:21]=[CH:20][CH:19]=[CH:18][CH:17]=1 |f:1.2.3.4|. Procedure: To a stirred solution of 2,3-dimethylbenzoyl chloride (35 g, 208 mmol) at 0° in dry dichloroethane (80 ml) was added anhydrous aluminium chloride (27.7 g, 208 mmol) portionwise over two minutes. The mixture was stirred for fifteen minutes and dry benzene (40 ml) was added. After warming to room temperature over fifteen minutes, the mixture was heated to reflux for four hours. The dark solution was cooled, poured onto ice (200 ml) containing concentrated hydrochloric acid (20 ml) and extracted wi... Starting materials: ClC=1N=NC(=C(C1C1=CC=C(C=C1)Cl)C1=CC=NC=C1)Cl (3,6-dichloro-4-(4-chlorophenyl)-5-(pyridin-4-yl)pyridazine), CC#N (CH3CN), O (water), LiOH monohydrate. Run in C(Cl)Cl (CH2Cl2). Run at temperature 80 celsius, time 4 hour. Yields the product ClC1=C(C(=C(N=N1)O)C1=CC=NC=C1)C1=CC=C(C=C1)Cl (6-chloro-5-(4-chlorophenyl)-4-(pyridin-4-yl)pyridazin-3-ol). Isolated yield 48.0%. RXN SMILES: [Cl:1][C:2]1[N:3]=[N:4][C:5](Cl)=[C:6]([C:15]2[CH:20]=[CH:19][N:18]=[CH:17][CH:16]=2)[C:7]=1[C:8]1[CH:13]=[CH:12][C:11]([Cl:14])=[CH:10][CH:9]=1.CC#N.[OH2:25]>C(Cl)Cl>[Cl:1][C:2]1[N:3]=[N:4][C:5]([OH:25])=[C:6]([C:15]2[CH:20]=[CH:19][N:18]=[CH:17][CH:16]=2)[C:7]=1[C:8]1[CH:13]=[CH:12][C:11]([Cl:14])=[CH:10][CH:9]=1. Procedure details: To a round bottom flask was added 3,6-dichloro-4-(4-chlorophenyl)-5-(pyridin-4-yl)pyridazine (1.5 gm, 4.464 mmol), CH3CN (5 ml), water (1 ml) and LiOH monohydrate (0.938 gm, 22.32 mmol). The reaction was heated to 80° C. and stirred at this temperature for 4 hrs. After this time, the reaction was colled to rt and concentrated under reduced pressure. The residue was diluted with water (30 ml). The pH of the aqueous solution was adjusted to 7 with 1N HCl. The resulting solution was poured into a s... Starting materials: BrC1=C(SC=2N(C(N(C(C21)=O)C)=O)CC(C)C)C(C=2C=NC=CC2)O (5-bromo-3-methyl-1-(2-methylpropyl)-6-[1-hydroxy-1-(pyridin-3-yl)methyl]thieno[2,3-d]pyrimidine-2,4(1H,3H)-dione), C[N+]1(CCOCC1)[O-] (4-methylmorpholine-N-oxide), 4A. The reagents and catalysts are [Ru](=O)(=O)(=O)[O-].C(CC)[N+](CCC)(CCC)CCC (tetra-n-propylammoniumperruthenate). Run in ClCCl (dichloromethane). Product: BrC1=C(SC=2N(C(N(C(C21)=O)C)=O)CC(C)C)C(=O)C=2C=NC=CC2 (5-Bromo-3-methyl-1-(2-methylpropyl)-6-[(pyridin-3-yl)carbonyl]thieno[2,3-d]pyrimidine-2,4(1H,3H)-dione). The yield is 94.4%. Reaction SMILES: [Br:1][C:2]1[C:10]2[C:9](=[O:11])[N:8]([CH3:12])[C:7](=[O:13])[N:6]([CH2:14][CH:15]([CH3:17])[CH3:16])[C:5]=2[S:4][C:3]=1[CH:18]([OH:25])[C:19]1[CH:20]=[N:21][CH:22]=[CH:23][CH:24]=1.C[N+]1([O-])CCOCC1>ClCCl.[Ru]([O-])(=O)(=O)=O.C([N+](CCC)(CCC)CCC)CC>[Br:1][C:2]1[C:10]2[C:9](=[O:11])[N:8]([CH3:12])[C:7](=[O:13])[N:6]([CH2:14][CH:15]([CH3:17])[CH3:16])[C:5]=2[S:4][C:3]=1[C:18]([C:19]1[CH:20]=[N:21][CH:22]=[CH:23][CH:24]=1)=[O:25] |f:3.4|. Procedure details: A solution of 5-bromo-3-methyl-1-(2-methylpropyl)-6-[1-hydroxy-1-(pyridin-3-yl)methyl]thieno[2,3-d]pyrimidine-2,4(1H,3H)-dione (0.50 g, Example 39 step b)), 4-methylmorpholine-N-oxide (0.21 g), powdered 4A sieves (0.58 g) and tetra-n-propylammoniumperruthenate (0.02 g) in dry dichloromethane (40 ml) was stirred for 1 hour at room temperature. The suspension was filtered through celite and the filtrate was concentrated under reduced pressure. The residue was purified by column chromatography over...